This data is from the Open Reaction Database (ORD), a public repository of structured organic reaction records. The task is: describe an organic reaction: reactants, conditions, products, and yield Starting materials: OCC1=CC=NC=C1 (4-Hydroxymethylpyridine), S(=O)(Cl)Cl (thionyl chloride). Run in C(C)#N (acetonitrile), C(C)#N (acetonitrile). Conditions: time 1 hour. The product is Cl.ClCC1=CC=NC=C1 (4-Chloromethylpyridine hydrochloride). RXN SMILES: O[CH2:2][C:3]1[CH:8]=[CH:7][N:6]=[CH:5][CH:4]=1.S(Cl)([Cl:11])=O>C(#N)C>[ClH:11].[Cl:11][CH2:2][C:3]1[CH:8]=[CH:7][N:6]=[CH:5][CH:4]=1 |f:3.4|. Procedure details: 4-Hydroxymethylpyridine (20) (54.4 g, 0.50 mol) was dissolved in acetonitrile 202 ml. The solution was added dropwise to a mixture of thionyl chloride (65.3 g, 0.55 mol) and acetonitrile (109 ml) under 50° C. The mixture was stirred at the same temperature for 1 hour, then cooled to room temperature to yield a slurry (quantitative) of the objective (21). Solvent: O (water). Product: C(C)(C)NC1=C(C=C(C(=O)O)C=C1S(N)(=O)=O)[N+](=O)[O-] (4-isopropylamino-3-nitro-5-sulphamyl-benzoic acid). Run at time 5 day. Procedure details: Isopropylamine (120 ml) and water (8 ml) were added to 4-chloro-3-nitro-5-sulphamyl-benzoic acid (22.4 g), while cooling. Then the reaction mixture was stirred for 5 days at room temperature. After evaporation in vacuo, the residue was triturated with 4N hydrochloric acid, after which the resulting 4-isopropylamino-3-nitro-5-sulphamyl-benzoic acid was collected by suction. After recrystallization from aqueous ethanol, the acid was obtained with a melting point of 206°C (decomp.). Reaction SMILES: [CH:1]([NH2:4])([CH3:3])[CH3:2].Cl[C:6]1[C:14]([S:15](=[O:18])(=[O:17])[NH2:16])=[CH:13][C:9]([C:10]([OH:12])=[O:11])=[CH:8][C:7]=1[N+:19]([O-:21])=[O:20]>O>[CH:1]([NH:4][C:6]1[C:14]([S:15](=[O:17])(=[O:18])[NH2:16])=[CH:13][C:9]([C:10]([OH:12])=[O:11])=[CH:8][C:7]=1[N+:19]([O-:21])=[O:20])([CH3:3])[CH3:2]. Reactants: C(C)(C)N (Isopropylamine), ClC1=C(C=C(C(=O)O)C=C1S(N)(=O)=O)[N+](=O)[O-] (4-chloro-3-nitro-5-sulphamyl-benzoic acid). The reactants are O=C([O-])[O-], CCOC(=O)C(C)(Cc1ccc(O)cc1)Oc1ccccc1, CCCN1C(=O)N(Cc2ccc(C)cc2)CC1CCOS(=O)(=O)c1ccc(C)cc1, [Cs+], [Cs+], CN(C)C=O. Yields the product CCCN1C(=O)N(Cc2ccc(C)cc2)CC1CCOc1ccc(CC(C)(Oc2ccccc2)C(=O)OCC)cc1. As a reaction SMILES: [C:53](=[O:54])([O-:55])[O-:56].[CH2:1]([CH3:2])[O:3][C:4]([C:5]([CH2:6][c:7]1[cH:8][cH:9][c:10]([OH:13])[cH:11][cH:12]1)([O:14][c:15]1[cH:16][cH:17][cH:18][cH:19][cH:20]1)[CH3:21])=[O:22].[CH3:23][c:24]1[cH:25][cH:26][c:27]([CH2:28][N:29]2[C:30](=[O:50])[N:31]([CH2:47][CH2:48][CH3:49])[CH:32]([CH2:34][CH2:35][O:36][S:37]([c:38]3[cH:39][cH:40][c:41]([CH3:42])[cH:43][cH:44]3)(=[O:45])=[O:46])[CH2:33]2)[cH:51][cH:52]1.[Cs+:57].[Cs+:58].[O:59]=[CH:60][N:61]([CH3:62])[CH3:63]>>[CH2:1]([CH3:2])[O:3][C:4]([C:5]([CH2:6][c:7]1[cH:8][cH:9][c:10]([O:13][CH2:35][CH2:34][CH:32]2[N:31]([CH2:47][CH2:48][CH3:49])[C:30](=[O:50])[N:29]([CH2:28][c:27]3[cH:26][cH:25][c:24]([CH3:23])[cH:52][cH:51]3)[CH2:33]2)[cH:11][cH:12]1)([O:14][c:15]1[cH:16][cH:17][cH:18][cH:19][cH:20]1)[CH3:21])=[O:22].